Dataset: the Open Reaction Database (ORD), a public repository of structured organic reaction records. Task: describe an organic reaction: reactants, conditions, products, and yield The reactants are C(C)OP(=O)(OCC)CC(=O)N1C(NCC1)=O (1-(Diethylphosphonoacetyl)-imidazolidin-2-one), C=O (paraformaldehyde), [H-].[Na+] (sodium hydride). Solvent: O1CCCC1 (tetrahydrofuran). Yields the product C(C)OP(=O)(OCC)CC(=O)N1C(N(CC1)CO)=O (1 -- (Diethylphosphonoacetyl)-3-hydroxymethyl-imidazolidin-2-one). As a reaction SMILES: [CH2:1]([O:3][P:4]([CH2:9][C:10]([N:12]1[CH2:16][CH2:15][NH:14][C:13]1=[O:17])=[O:11])([O:6][CH2:7][CH3:8])=[O:5])[CH3:2].[CH2:18]=[O:19].[H-].[Na+]>O1CCCC1>[CH2:1]([O:3][P:4]([CH2:9][C:10]([N:12]1[CH2:16][CH2:15][N:14]([CH2:18][OH:19])[C:13]1=[O:17])=[O:11])([O:6][CH2:7][CH3:8])=[O:5])[CH3:2] |f:2.3|. Procedure: 264 Gm (1 mol) of 1-(Diethylphosphonoacetyl)-imidazolidin-2-one and 33 gm of paraformaldehyde (1.1 mol) were dissolved in 2.5 liters of tetrahydrofuran; and after the addition of about 0.3 gm of sodium hydride, the solution was refluxed for one hour. After the solvent had been distilled off, there remained 1-(diethylphosphonoacetyl)-3-hydroxymethylimidazolidin-2-one as a yellowish, viscous liquid. The determination of the total formaldehyde and the free formaldehyde gave a degree of hydroxymethy... The reactants are C(C)P(=O)(CC)N=C=S (diethylphosphoryl isothiocyanate), FC=1C=C(C=CC1)N1CCN(CC1)CCOC1=C(C=CC=C1)C1SCCN1 (2-{2-[2-(4-(3-fluorophenyl)piperazin-1-yl)ethyloxy]phenyl}thiazolidine). Run in CC(=O)C (acetone). Run at time 1 day. Yields the product C(C)P(=O)(CC)NC(=S)N1C(SCC1)C1=C(C=CC=C1)OCCN1CCN(CC1)C1=CC(=CC=C1)F (N-diethylphosphoryl-2-{2-[2-(4-(3-fluorophenyl)piperazin-1-yl)ethyloxy]phenyl}thiazolidine-3-carbothioamide). Yield: 85.2%. Reaction SMILES: [CH2:1]([P:3]([N:7]=[C:8]=[S:9])([CH2:5][CH3:6])=[O:4])[CH3:2].[F:10][C:11]1[CH:12]=[C:13]([N:17]2[CH2:22][CH2:21][N:20]([CH2:23][CH2:24][O:25][C:26]3[CH:31]=[CH:30][CH:29]=[CH:28][C:27]=3[CH:32]3[NH:36][CH2:35][CH2:34][S:33]3)[CH2:19][CH2:18]2)[CH:14]=[CH:15][CH:16]=1>CC(C)=O>[CH2:1]([P:3]([NH:7][C:8]([N:36]1[CH2:35][CH2:34][S:33][CH:32]1[C:27]1[CH:28]=[CH:29][CH:30]=[CH:31][C:26]=1[O:25][CH2:24][CH2:23][N:20]1[CH2:19][CH2:18][N:17]([C:13]2[CH:14]=[CH:15][CH:16]=[C:11]([F:10])[CH:12]=2)[CH2:22][CH2:21]1)=[S:9])([CH2:5][CH3:6])=[O:4])[CH3:2]. Procedure: 0.68 g of diethylphosphoryl isothiocyanate is added to a solution of 1.23 g of 2-{2-[2-(4-(3-fluorophenyl)piperazin-1-yl)ethyloxy]phenyl}thiazolidine in 20 ml of acetone, and the mixture is stirred for one day. The mixture is concentrated under reduced pressure to remove solvent. The residue is extracted with chloroform, and the extract is washed with a saturated sodium chloride solution, dried and concentrated under reduced pressure to remove solvent. The residue is purified by silica gel chrom...